From a dataset of the Open Reaction Database (ORD), a public repository of structured organic reaction records. describe an organic reaction: reactants, conditions, products, and yield Reactants: CCCCP(=CC#N)(CCCC)CCCC, C=CCC1(C)CC(c2cccc(Cl)c2)C(c2ccc(Cl)cc2)N(C(CO)C2CC2)C1=O, Cc1ccccc1, CCS(=O)(=O)Nc1ccccc1F. Yields the product C=CCC1(C)CC(c2cccc(Cl)c2)C(c2ccc(Cl)cc2)N(C(CN(c2ccccc2F)S(=O)(=O)CC)C2CC2)C1=O. RXN SMILES: [C:45]([CH:46]=[P:47]([CH2:48][CH2:49][CH2:50][CH3:51])([CH2:52][CH2:53][CH2:54][CH3:55])[CH2:56][CH2:57][CH2:58][CH3:59])#[N:60].[CH2:1]([CH:2]=[CH2:3])[C:4]1([CH3:31])[C:5](=[O:30])[N:6]([CH:24]([CH2:25][OH:26])[CH:27]2[CH2:28][CH2:29]2)[CH:7]([c:17]2[cH:18][cH:19][c:20]([Cl:23])[cH:21][cH:22]2)[CH:8]([c:10]2[cH:11][c:12]([Cl:16])[cH:13][cH:14][cH:15]2)[CH2:9]1.[CH3:61][c:62]1[cH:63][cH:64][cH:65][cH:66][cH:67]1.[F:32][c:33]1[c:34]([NH:39][S:40](=[O:41])(=[O:42])[CH2:43][CH3:44])[cH:35][cH:36][cH:37][cH:38]1>>[CH2:1]([CH:2]=[CH2:3])[C:4]1([CH3:31])[C:5](=[O:30])[N:6]([CH:24]([CH2:25][N:39]([c:34]2[c:33]([F:32])[cH:38][cH:37][cH:36][cH:35]2)[S:40](=[O:41])(=[O:42])[CH2:43][CH3:44])[CH:27]2[CH2:28][CH2:29]2)[CH:7]([c:17]2[cH:18][cH:19][c:20]([Cl:23])[cH:21][cH:22]2)[CH:8]([c:10]2[cH:11][c:12]([Cl:16])[cH:13][cH:14][cH:15]2)[CH2:9]1. The reactants are BrCCCC(=O)OCC=C (Allyl 4-bromobutyrate), C(C)(=S)[O-].[K+] (potassium thioacetate), O (Water). Run in CN(C=O)C (dimethyl formamide). The product is C(C)(=O)SCCCC(=O)OCC=C (Allyl 4-(acetylthio)butanoate). Isolated yield 96.7%. RXN SMILES: Br[CH2:2][CH2:3][CH2:4][C:5]([O:7][CH2:8][CH:9]=[CH2:10])=[O:6].[C:11]([O-:14])(=[S:13])[CH3:12].[K+].O>CN(C)C=O>[C:11]([S:13][CH2:2][CH2:3][CH2:4][C:5]([O:7][CH2:8][CH:9]=[CH2:10])=[O:6])(=[O:14])[CH3:12] |f:1.2|. Procedure details: Allyl 4-bromobutyrate (19.7 g) was treated with potassium thioacetate (10.9 g) in dimethyl formamide (100 ml) at 20° C. for 2 hours. Water (500 ml) was added and the mixture extracted with diethyl ether. The ethereal solution was washed with dilute aq. HCl, brine, dried (MgSO4) and evaporated to give the title compound as an oil (18.6 g, 97%)